This data is from the Open Reaction Database (ORD), a public repository of structured organic reaction records. The task is: describe an organic reaction: reactants, conditions, products, and yield Reported procedure: Schema 6 illustrates the synthesis of an amino substituted 2,2-dialkyl-2H-1-benzopyran and an amino substituted 2,2-dialkyl-3,4-dihydro-2H-1-benzopyran, for example, 8-amino-5-chloro-7-fluoro-2H-1-benzopyran and 8-amino-5-chloro-3,4-dihydro-7-fluoro-2H-1-benzopyran by the reaction of an appropriately substituted 2-fluorobenzonitrile with 2-methyl-3-butyn-2-ol under basic conditions in dimethyl sulfoxide, yielding the corresponding 3-(2-cyano-substituted-phenoxy)-3-methyl-1-butyne (XXI). The buty... Reactants: C(#N)C1=C(C=CC=2C=CC(OC21)(C)C)F (8-cyano-2,2-dimethyl-7-fluoro-2H-1-benzopyran), [OH-].[K+] (potassium hydroxide). As a reaction SMILES: [C:1]([C:3]1[C:12]2[O:11][C:10]([CH3:14])([CH3:13])[CH:9]=[CH:8][C:7]=2[CH:6]=[CH:5][C:4]=1[F:15])#[N:2].[OH-:16].[K+]>C(O)(C)(C)C>[CH3:14][C:10]1([CH3:13])[CH:9]=[CH:8][C:7]2[CH:6]=[CH:5][C:4]([F:15])=[C:3]([C:1]([NH2:2])=[O:16])[C:12]=2[O:11]1 |f:1.2|. The product is CC1(OC2=C(C=C1)C=CC(=C2C(=O)N)F)C (2,2-dimethyl-7-fluoro-2H-1-benzopyran-8-ylcarboxamide). The solvent is C(C)(C)(C)O (t-butanol). Reactants: CC(=O)C.OS(=O)(=O)O.O=[Cr](=O)=O (Jones' reagent), [Mg] (magnesium), C(C(C)C)Br (isobutyl bromide), O1CCCC1 (tetrahydrofuran), [Cl-].[NH4+] (ammonium chloride), CC(=O)C.OS(=O)(=O)O.O=[Cr](=O)=O (Jones' reagent), C(C(C)C)[Mg]Br (isobutylmagnesium bromide), aldehyde, O1CCCC1 (tetrahydrofuran). Run in CC(=O)C (acetone), O (water), C(C)(C)O (Isopropyl alcohol). Product: C1(=CC=CC=C1)C1=NOC(=C1)C(CC(C)C)=O (3-Phenyl-5-(3-methylbutyryl)isoxazole). As a reaction SMILES: [CH2:1]([Mg]Br)[CH:2]([CH3:4])[CH3:3].[Mg].[CH2:8](Br)[CH:9]([CH3:11])[CH3:10].[Cl-].[NH4+:14].[CH3:15][C:16]([CH3:18])=[O:17].OS(O)(=O)=O.[O:24]=[Cr](=O)=O.O1C[CH2:31][CH2:30][CH2:29]1>CC(C)=O.C(O)(C)C.O>[C:2]1([C:4]2[CH:15]=[C:16]([C:18](=[O:24])[CH2:8][CH:9]([CH3:11])[CH3:10])[O:17][N:14]=2)[CH:3]=[CH:31][CH:30]=[CH:29][CH:1]=1 |f:3.4,5.6.7|. Procedure details: To a solution of 5.0 g (28.9 mmol) of the aldehyde derivative (3-phenylisoxazole-5-aldehyde), which had been prepared above in the procedure (1), in 40 ml of tetrahydrofuran, was added dropwise at -50° C. to -30° C. a solution of isobutylmagnesium bromide, which had been prepared from 1.4 g of metallic magnesium and 7.9 g (57.7 mmol) of isobutyl bromide, in 80 ml of tetrahydrofuran. After completion of the dropwise addition, they were reacted for 1 hour at the same temperature. Thereafter, a sat... Starting materials: C(C)(C)(C)OC(NC1=C(C=C(C(=C1)N1CCOCC1)C(F)(F)F)NC(CC(=O)C1=CC(=NC=C1)C#N)=O)=O ({2-[3-(2-cyano-pyridin-4-yl)-3-oxo-propionylamino]-5-morpholin-4-yl-4-trifluoromethyl-phenyl}-carbamic acid tert.-butyl ester), C(=O)(C(F)(F)F)O (TFA). Run in C(Cl)Cl (CH2Cl2). The product is N1(CCOCC1)C=1C(=CC2=C(N=C(CC(N2)=O)C2=CC(=NC=C2)C#N)C1)C(F)(F)F (4-(8-Morpholin-4-yl-4-oxo-7-trifluoromethyl-4,5-dihydro-3H-benzo[b][1,4]diazepin-2-yl)-pyridine-2-carbonitrile), solid. As a reaction SMILES: C(OC(=O)[NH:7][C:8]1[CH:13]=[C:12]([N:14]2[CH2:19][CH2:18][O:17][CH2:16][CH2:15]2)[C:11]([C:20]([F:23])([F:22])[F:21])=[CH:10][C:9]=1[NH:24][C:25](=[O:37])[CH2:26][C:27]([C:29]1[CH:34]=[CH:33][N:32]=[C:31]([C:35]#[N:36])[CH:30]=1)=O)(C)(C)C.C(O)(C(F)(F)F)=O>C(Cl)Cl>[N:14]1([C:12]2[C:11]([C:20]([F:22])([F:23])[F:21])=[CH:10][C:9]3[NH:24][C:25](=[O:37])[CH2:26][C:27]([C:29]4[CH:34]=[CH:33][N:32]=[C:31]([C:35]#[N:36])[CH:30]=4)=[N:7][C:8]=3[CH:13]=2)[CH2:19][CH2:18][O:17][CH2:16][CH2:15]1. Procedure: The title compound was prepared from {2-[3-(2-cyano-pyridin-4-yl)-3-oxo-propionylamino]-5-morpholin-4-yl-4-trifluoromethyl-phenyl}-carbamic acid tert.-butyl ester (Example M2) by treatment with TFA in CH2Cl2 according to the general procedure N. Obtained as a yellow solid (11 mg).